This data is from the Open Reaction Database (ORD), a public repository of structured organic reaction records. The task is: describe an organic reaction: reactants, conditions, products, and yield Starting materials: C(#N)C1=CC=C(CN)C=C1 (p-cyanobenzylamine), S(=O)(=O)([O-])OOS(=O)(=O)[O-].[Na+].[Na+] (sodium persulfate), O (water). Run in CO (methanol). Yields the product C(#N)C1=CC=C(C=O)C=C1 (p-cyanobenzaldehyde). Yield: 58.8%. RXN SMILES: [C:1]([C:3]1[CH:10]=[CH:9][C:6]([CH2:7]N)=[CH:5][CH:4]=1)#[N:2].S(OOS([O-])(=O)=O)([O-])(=O)=[O:12].[Na+].[Na+].O>CO>[C:1]([C:3]1[CH:10]=[CH:9][C:6]([CH:7]=[O:12])=[CH:5][CH:4]=1)#[N:2] |f:1.2.3|. Procedure: 13.2 g of p-cyanobenzylamine, 28.6 g of sodium persulfate, 10 ml of water, and 100 ml of methanol were mixed and allowed to react at 50° C. for 40 minutes while stirring. After cooling the reaction mixture to room temperature, methanol was distilled off to precipitate solids. To the resulting suspension was added dichloromethane for extraction. The organic layer was washed twice with saturated aqueous sodium bicarbonate solution and then twice with water, and then magnesium sulfate was added the... The reactants are NC1=C(C(=O)N)C(=CC(=N1)C)C (2-amino-4,6-dimethylnicotinamide), [K].[K].BrNC(CCC(=O)O)=O (N-Bromosuccinamic Acid dipotassium), [K].[K].BrNC(CCC(=O)O)=O (N-Bromosuccinamic Acid dipotassium), NC1=C(C(=O)N)C(=CC(=N1)C)C (2-amino-4,6-dimethylnicotinamide), three-necked, NC1=C(C(=O)N)C(=CC(=N1)C)C (2-amino-4,6-dimethylnicotinamide), BrN1C(CCC1=O)=O (N-bromosuccinimide), [OH-].[K+] (potassium hydroxide). The solvent is CO (methanol), O (water). Run at time 5 minute. The product is CN1C=C(C=C2C1=NC(N2)=O)C (4,6-dimethylpyridoimidazolone). Isolated yield 81.0%. Reaction SMILES: N[C:2]1[N:10]=[C:9](C)C=C(C)C=1C(N)=O.[K].[K].Br[NH:16][C:17](=O)[CH2:18][CH2:19][C:20](O)=O.Br[N:25]1[C:29](=[O:30])CC[C:26]1=O.[OH-].[K+]>O.CO>[CH3:9][N:10]1[C:26]2=[N:25][C:29](=[O:30])[NH:16][C:17]2=[CH:18][C:19]([CH3:20])=[CH:2]1 |f:1.2.3,5.6,^1:12,13|. Procedure: In a 250-mL three-necked flask containing methanol (42 mL) fitted with an overhead stirrer is added 2-amino-4,6-dimethylnicotinamide (8a) (3.0 g, 0.018 mol) as a solid at 23° C. under a nitrogen atmosphere. The resulting mixture is stirred at room temperature under a nitrogen atmosphere for five minutes to dissolve 8a a completely. The solution is cooled to -20° C. before the addition of 9a. To the clear, colorless solution of 8a at -20° C. is added the solution of 9 [prepared from 0.018 mol of ... Starting materials: C(C1=CC=CC=C1)OC1=CC=C(OC2=C(C=C(C(=O)O)C=C2)[N+](=O)[O-])C=C1 (4-(4-Benzyloxy-phenoxy)-3-nitro-benzoic acid), [Cl-].[NH4+] (ammonium chloride), O (water). The reagents and catalysts are [Fe] (iron). Run in CO (methanol), O1CCCC1 (tetrahydrofuran), CO (methanol). Yields the product NC=1C=C(C(=O)O)C=CC1OC1=CC=C(C=C1)OCC1=CC=CC=C1 (3-Amino-4-(4-benzyloxy-phenoxy)-benzoic acid). Isolated yield 99.9%. As a reaction SMILES: [CH2:1]([O:8][C:9]1[CH:27]=[CH:26][C:12]([O:13][C:14]2[CH:22]=[CH:21][C:17]([C:18]([OH:20])=[O:19])=[CH:16][C:15]=2[N+:23]([O-])=O)=[CH:11][CH:10]=1)[C:2]1[CH:7]=[CH:6][CH:5]=[CH:4][CH:3]=1.[Cl-].[NH4+].O>CO.O1CCCC1.[Fe]>[NH2:23][C:15]1[CH:16]=[C:17]([CH:21]=[CH:22][C:14]=1[O:13][C:12]1[CH:26]=[CH:27][C:9]([O:8][CH2:1][C:2]2[CH:3]=[CH:4][CH:5]=[CH:6][CH:7]=2)=[CH:10][CH:11]=1)[C:18]([OH:20])=[O:19] |f:1.2|. Procedure details: A solution of the product of Example 43A (0.73 g, 2.0 mmol), iron powder (1.12 g, 20 mmol) and ammonium chloride (1.08 g, 20 mmol) in methanol (20 mL), tetrahydrofuran (20 mL), and water (10 mL) was heated at 80° for 48 hours. After cooling to room temperature, the mixture was diluted with methanol (50 mL) and filtered through a pad of celite. The filtrate was concentrated under vacuum then purified by column chromatography on silica gel using methanol/dichloromethane as eluent to provide the ti... Reactants: CN=CC1=C(C=CC=C1)C (2-methylbenzaldehyde methyl imine), CC(C(=O)NC1=C(C=CC=C1)C)(C)C (2,2-dimethyl-N-[(2-methyl)phenyl]propanamide), C(CCC)[Li] (n-butyl lithium), solution. Run in O1CCCC1 (tetrahydrofuran), hexanes. Reaction conditions: time 1 hour. Product: CC(C(=O)NC1=C(C=CC=C1)CC(C1=C(C=CC=C1)C)NC)(C)C (2,2-dimethyl-N-[2 -[2-methylamino-2-(2-methylphenyl)ethyl]phenyl]propanamide). As a reaction SMILES: [CH3:1][C:2]([CH3:14])([CH3:13])[C:3]([NH:5][C:6]1[CH:11]=[CH:10][CH:9]=[CH:8][C:7]=1[CH3:12])=[O:4].C([Li])CCC.[CH3:20][N:21]=[CH:22][C:23]1[CH:28]=[CH:27][CH:26]=[CH:25][C:24]=1[CH3:29]>O1CCCC1>[CH3:1][C:2]([CH3:14])([CH3:13])[C:3]([NH:5][C:6]1[CH:11]=[CH:10][CH:9]=[CH:8][C:7]=1[CH2:12][CH:22]([NH:21][CH3:20])[C:23]1[CH:28]=[CH:27][CH:26]=[CH:25][C:24]=1[CH3:29])=[O:4]. Reported procedure: A chilled solution (-4° C.) of 126 g of 2,2-dimethyl-N-[(2-methyl)phenyl]propanamide in 900 ml of tetrahydrofuran was treated dropwise over 1.5 hr with n-butyl lithium (500 ml of a 2.5M solution in hexanes). After the addition was complete, the resulting solution was stirred for 1 hr, with cooling, and was then treated over 0.5 hr with a solution of 91.77 g of 2-methylbenzaldehyde methyl imine. The reaction mixture was quenched by rapid addition of water. After concentration the residue was extr... Reactants: COC(=O)C1CN(S(=O)(=O)c2cccc(OC)c2)C(=O)N1c1ccccc1, CO, Cl, [Na+], C1CCOC1, [OH-]. Yields the product COc1cccc(S(=O)(=O)N2CC(C(=O)O)N(c3ccccc3)C2=O)c1. Reaction SMILES: [CH3:1][O:2][C:3](=[O:4])[CH:5]1[N:6]([c:22]2[cH:23][cH:24][cH:25][cH:26][cH:27]2)[C:7](=[O:21])[N:8]([S:10](=[O:11])(=[O:12])[c:13]2[cH:14][c:15]([O:19][CH3:20])[cH:16][cH:17][cH:18]2)[CH2:9]1.[CH3:36][OH:37].[ClH:30].[Na+:29].[O:31]1[CH2:32][CH2:33][CH2:34][CH2:35]1.[OH-:28]>>[O:2]=[C:3]([OH:4])[CH:5]1[N:6]([c:22]2[cH:23][cH:24][cH:25][cH:26][cH:27]2)[C:7](=[O:21])[N:8]([S:10](=[O:11])(=[O:12])[c:13]2[cH:14][c:15]([O:19][CH3:20])[cH:16][cH:17][cH:18]2)[CH2:9]1. Run at time 15 hour. Procedure: A mixture of 4-cyanophenoxy-2-hydroxymethyl-1-methyl-1H-benzimidazole (279 mg), 5-(4-hydroxybenzyl)-3-triphenylmethylthiazolidine-2,4-dione (558 mg), azodicarbonylpiperidine (378 mg), tri-n-butylphosphine (303 mg) and toluene (20 ml) was stirred at ambient temperature for 15 hours. The reaction mixture was purified by chromatography on a silica gel column using n-hexane/ethyl acetate=1/1 as the eluant to give the title compound (706 mg). The solvent is C1(=CC=CC=C1)C (toluene). RXN SMILES: [C:1]([C:3]1[CH:21]=[CH:20][C:6]([O:7][C:8]2[C:16]3[N:15]=[C:14]([CH2:17][OH:18])[N:13]([CH3:19])[C:12]=3[CH:11]=[CH:10][CH:9]=2)=[CH:5][CH:4]=1)#[N:2].O[C:23]1[CH:55]=[CH:54][C:26]([CH2:27][CH:28]2[S:32][C:31](=[O:33])[N:30]([C:34]([C:47]3[CH:52]=[CH:51][CH:50]=[CH:49][CH:48]=3)([C:41]3[CH:46]=[CH:45][CH:44]=[CH:43][CH:42]=3)[C:35]3[CH:40]=[CH:39][CH:38]=[CH:37][CH:36]=3)[C:29]2=[O:53])=[CH:25][CH:24]=1.C(P(CCCC)CCCC)CCC>C1(C)C=CC=CC=1>[C:1]([C:3]1[CH:21]=[CH:20][C:6]([O:7][C:8]2[CH:9]=[CH:10][C:11]3[N:15]=[C:14]([CH2:17][O:18][C:23]4[CH:55]=[CH:54][C:26]([CH2:27][CH:28]5[S:32][C:31](=[O:33])[N:30]([C:34]([C:47]6[CH:52]=[CH:51][CH:50]=[CH:49][CH:48]=6)([C:41]6[CH:42]=[CH:43][CH:44]=[CH:45][CH:46]=6)[C:35]6[CH:40]=[CH:39][CH:38]=[CH:37][CH:36]=6)[C:29]5=[O:53])=[CH:25][CH:24]=4)[N:13]([CH3:19])[C:12]=3[CH:16]=2)=[CH:5][CH:4]=1)#[N:2]. The product is C(#N)C1=CC=C(OC=2C=CC3=C(N(C(=N3)COC3=CC=C(CC4C(N(C(S4)=O)C(C4=CC=CC=C4)(C4=CC=CC=C4)C4=CC=CC=C4)=O)C=C3)C)C2)C=C1 (5-{4-[6-(4-cyanophenoxy)-1-methyl-1H-benzimidazole-2-ylmethoxy]benzyl}-3-triphenylmethylthiazolidine-2,4-dione). Reactants: C(#N)C1=CC=C(OC2=CC=CC=3N(C(=NC32)CO)C)C=C1 (4-cyanophenoxy-2-hydroxymethyl-1-methyl-1H-benzimidazole), OC1=CC=C(CC2C(N(C(S2)=O)C(C2=CC=CC=C2)(C2=CC=CC=C2)C2=CC=CC=C2)=O)C=C1 (5-(4-hydroxybenzyl)-3-triphenylmethylthiazolidine-2,4-dione), azodicarbonylpiperidine, C(CCC)P(CCCC)CCCC (tri-n-butylphosphine). Yield: 97.2%.